From a dataset of the Open Reaction Database (ORD), a public repository of structured organic reaction records. describe an organic reaction: reactants, conditions, products, and yield The reactants are ClC=1C=C(C=CC1F)NC1=C(C=NC2=CC(=C(C=C12)NC(C=CCBr)=O)OC)C#N (4-bromo-but-2-enoic acid[4-(3-chloro-4-fluoro-phenylamino)-3-cyano-7-methoxy-quinolin-6-yl]-amide), N1CCSCC1 (thiomorpholine). The product is ClC=1C=C(C=CC1F)NC1=C(C=NC2=CC(=C(C=C12)NC(C=CCN1CCSCC1)=O)OC)C#N (4-Thiomorpholin-4-yl-but-2-enoic Acid[4-(3-chloro-4-fluoro-phenylamino)-3-cyano-7-methoxy-quinolin-6-yl]-amide). As a reaction SMILES: [Cl:1][C:2]1[CH:3]=[C:4]([NH:9][C:10]2[C:19]3[C:14](=[CH:15][C:16]([O:27][CH3:28])=[C:17]([NH:20][C:21](=[O:26])[CH:22]=[CH:23][CH2:24]Br)[CH:18]=3)[N:13]=[CH:12][C:11]=2[C:29]#[N:30])[CH:5]=[CH:6][C:7]=1[F:8].[NH:31]1[CH2:36][CH2:35][S:34][CH2:33][CH2:32]1>>[Cl:1][C:2]1[CH:3]=[C:4]([NH:9][C:10]2[C:19]3[C:14](=[CH:15][C:16]([O:27][CH3:28])=[C:17]([NH:20][C:21](=[O:26])[CH:22]=[CH:23][CH2:24][N:31]4[CH2:36][CH2:35][S:34][CH2:33][CH2:32]4)[CH:18]=3)[N:13]=[CH:12][C:11]=2[C:29]#[N:30])[CH:5]=[CH:6][C:7]=1[F:8]. Reported procedure: In the mamner of Example 103, 4-bromo-but-2-enoic acid[4-(3-chloro-4-fluoro-phenylamino)-3-cyano-7-methoxy-quinolin-6-yl]-amide and thiomorpholine was converted to 48.1 mg of the title compound (free base), mass spectrum (electrospray, m/e): M+H 512.0 and 33.2 mg of the title compound as the bis-trifluoroacetate salt); mass spectrum (electrospray, m/e): M+H 512.0. The reactants are C1=CC(=CC=C1C(=O)O)[N+](=NC#N)[O-] (calvatic acid), CO (methanol), [Si](O)(O)(O)O (silicic acid). The solvent is Cl (HCl). Product: OC1=CC=C(C(=O)O)C=C1 (p-hydroxy-benzoic acid). Reaction SMILES: [CH:1]1[C:6]([C:7]([OH:9])=[O:8])=[CH:5][CH:4]=[C:3]([N+]([O-])=NC#N)[CH:2]=1.CO.[Si](O)(O)(O)[OH:18]>Cl>[OH:18][C:3]1[CH:4]=[CH:5][C:6]([C:7]([OH:9])=[O:8])=[CH:1][CH:2]=1. Procedure: Degradation of calvatic acid in 1 N HCl containing 10% of methanol under reflux for 15 hours followed by silicic acid chromatography gave p-hydroxy-benzoic acid, melting at 210°14 211° C., which was identified by comparison with the infrared spectrum of an authentic sample. Elemental analysis: found: C, 61.03; H, 4.76; N, 0.0 m/e 138; calcd. for C7H6O3 : C, 60.87; H, 4.38, m.w., 138. The data on high resolution mass spectrum of calvatic acid methyl ester is as follows: The reactants are [N+](=O)([O-])C=1C=NN(C1)CC1=CC=C(C=C1)C(F)(F)F (4-Nitro-1-(4-trifluoromethyl-benzyl)-1H-pyrazole), CO (Methanol). Reagents/catalysts: [Pd] (Palladium on carbon). Reaction conditions: time 2 day. Yields the product FC(C1=CC=C(CN2N=CC(=C2)N)C=C1)(F)F (1-(4-(trifluoromethyl)benzyl)-1H-pyrazol-4-amine). The yield is 99.5%. As a reaction SMILES: [N+:1]([C:4]1[CH:5]=[N:6][N:7]([CH2:9][C:10]2[CH:15]=[CH:14][C:13]([C:16]([F:19])([F:18])[F:17])=[CH:12][CH:11]=2)[CH:8]=1)([O-])=O.CO>[Pd]>[F:19][C:16]([F:17])([F:18])[C:13]1[CH:14]=[CH:15][C:10]([CH2:9][N:7]2[CH:8]=[C:4]([NH2:1])[CH:5]=[N:6]2)=[CH:11][CH:12]=1. Procedure details: 4-Nitro-1-(4-trifluoromethyl-benzyl)-1H-pyrazole (2.40 g, 0.00867 mol) was dissolved in Methanol (3.0E1 mL, 0.74 mol) and 10% Palladium on carbon (0.180 g) was added. The reaction was hydrogenated under balloon pressure for 2 days. The reaction was filtered through celite and concentrated in vacuo to give 2.08 g of product as a red oil. The reactants are CCN=C=NCCCN(C)C.Cl (EDC Hydrochloride), C(C)(C)(C)OC(=O)NCC1=C(OCC(=O)O)C=CC(=C1)Cl (2-t-butoxycarbonylaminomethyl-4-chlorophenoxyacetic acid), C=1C=CC2=C(C1)N=NN2O (HOBT), Cl.C(C)N (ethylamine hydrochloride), CN1CCOCC1 (N-methylmorpholine). The solvent is CN(C)C=O (DMF). Reaction conditions: time 16 hour. Yields the product C(C)C(C(=O)N)OC1=C(C=C(C=C1)Cl)CNC(=O)OC(C)(C)C (Ethyl-2-t-Butoxycarbonylaminomethyl-4-Chlorophenoxyacetamide). Reaction SMILES: [CH3:1][CH2:2]N=C=NCCCN(C)C.Cl.[C:13]([O:17][C:18]([NH:20][CH2:21][C:22]1[CH:32]=[C:31]([Cl:33])[CH:30]=[CH:29][C:23]=1[O:24][CH2:25][C:26]([OH:28])=O)=[O:19])([CH3:16])([CH3:15])[CH3:14].C1C=CC2N(O)N=[N:40]C=2C=1.Cl.C(N)C.CN1CCOCC1>CN(C=O)C>[CH2:1]([CH:25]([O:24][C:23]1[CH:29]=[CH:30][C:31]([Cl:33])=[CH:32][C:22]=1[CH2:21][NH:20][C:18]([O:17][C:13]([CH3:14])([CH3:15])[CH3:16])=[O:19])[C:26]([NH2:40])=[O:28])[CH3:2] |f:0.1,4.5|. Procedure: EDC Hydrochloride (249 mg, 1.3 mmol) was added to a stirred mixture of 2-t-butoxycarbonylaminomethyl-4-chlorophenoxyacetic acid (316 mg, 1.0 mmol), HOBT (176 mg, 1.3 mmol), ethylamine hydrochloride (106 mg, 1.3 mmol) and N-methylmorpholine (0.396 ml, 3.6 mmol) in DMF (4 ml) and the mixture was stirred for 16 h. The reaction was partitioned between ethylacetate and 5% KHSO4 solution and the organic layer was washed with 5% KHSO4 solution, water, NaHCO3 solution and brine, dried (Na2SO4) and evapo... Reactants: [OH-].[Na+] (sodium hydroxide), ClC=1C=C(C=CC1)[N+]([O-])=NC1=CC(=CC=C1)Cl (3,3'-dichloroazoxybenzene). Reagents/catalysts: [Ni] (Raney nickel). Solvent: CO (methanol), O (water). Conditions: temperature 10 celsius. Yields the product ClC=1C=C(C=CC1)NNC1=CC(=CC=C1)Cl (3,3'-Dichlorohydrazobenzene). Isolated yield 89.0%. As a reaction SMILES: [OH-].[Na+].[Cl:3][C:4]1[CH:5]=[C:6]([N+:10](=[N:12][C:13]2[CH:18]=[CH:17][CH:16]=[C:15]([Cl:19])[CH:14]=2)[O-])[CH:7]=[CH:8][CH:9]=1>[Ni].CO.O>[Cl:3][C:4]1[CH:5]=[C:6]([NH:10][NH:12][C:13]2[CH:18]=[CH:17][CH:16]=[C:15]([Cl:19])[CH:14]=2)[CH:7]=[CH:8][CH:9]=1 |f:0.1|. Procedure: 1.2 g of sodium hydroxide and 0.25 g of Raney nickel are added to a suspension of 53.4 g of 3,3'-dichloroazoxybenzene in 60 ml of methanol and 15 ml of water and the hydrogenation reaction is carried out under a hydrogen pressure of 10 bars. After 90 minutes the mixture is cooled to 10° C. and the product is isolated by filtration. 3,3'-Dichlorohydrazobenzene is obtained in a yield of 89% of theory. The reactants are CC(=O)C (acetone), BrC1C(CC(C=2C(=NN(C12)C1=NC=CC=C1)C)=O)(C)C (7-bromo-1-(2-pyridyl)-3,6,6-trimethyl-4-oxo-4,5,6,7-tetrahydroindazole). The reagents and catalysts are [N+](=O)([O-])[O-].[Ag+] (silver nitrate), [N+](=O)([O-])[O-].[Ag+] (silver nitrate). Solvent: CO (methanol), CO (methanol). Run at time 48 hour. Yields the product COC1C(CC(C=2C(=NN(C12)C1=NC=CC=C1)C)=O)(C)C (7-Methoxy-1-(2-pyridyl)-3,6,6-trimethyl-4-oxo-4,5,6,7-tetrahydroindazole). Yield: 25.0%. As a reaction SMILES: Br[CH:2]1[C:10]2[N:9]([C:11]3[CH:16]=[CH:15][CH:14]=[CH:13][N:12]=3)[N:8]=[C:7]([CH3:17])[C:6]=2[C:5](=[O:18])[CH2:4][C:3]1([CH3:20])[CH3:19].C[C:22](C)=[O:23]>CO.[N+]([O-])([O-])=O.[Ag+]>[CH3:22][O:23][CH:2]1[C:10]2[N:9]([C:11]3[CH:16]=[CH:15][CH:14]=[CH:13][N:12]=3)[N:8]=[C:7]([CH3:17])[C:6]=2[C:5](=[O:18])[CH2:4][C:3]1([CH3:20])[CH3:19] |f:3.4|. Procedure details: A solution of 0.1N silver nitrate in methanol (12 ml, 1.2 mmol) was added to a solution of 7-bromo-1-(2-pyridyl)-3,6,6-trimethyl-4-oxo-4,5,6,7-tetrahydroindazole (0.2 g, 0.6 mmol), prepared as described in example 4, in acetone (12 ml). After stirring for about 48 hours, 6 ml of a 0.1N silver nitrate solution in methanol were added. The reaction mixture was stirred for further 72 hours and then filtered. The solvent was evaporated and the residue was chromatographed on silica gel (cyclohexane:et...